From a dataset of the Open Reaction Database (ORD), a public repository of structured organic reaction records. describe an organic reaction: reactants, conditions, products, and yield Solvent: CCOCC.C1CCOC1 (Et2O THF), CCOCC.C1CCOC1 (Et2O THF). Yield: 85.8%. Reaction conditions: time 30 minute. Reported procedure: A solution of 4-bromoanisole (0.89 g, 5.0 mmol) in 9:1 Et2O/THF (10 ml) was added to magnesium turnings (0.105 g, 5.0 mmol), and the resulting mixture was allowed to stir for 30 min. The resultant 4-methoxyphenyl magnesium bromide was added dropwise to a solution of ethyl 3-(3,4-methylenedioxyphenyl)-1-oxoindene-2-carboxylate (0.77 g, 2.4 mmol) in 10:1 Et2O/THF (55 ml) at 0° C. The resulting mtixture was stirred at 0° C. for 1 h and was then partitioned between EtOAc and 1M HCl. The aqueous phas... RXN SMILES: Br[C:2]1[CH:7]=[CH:6][C:5]([O:8][CH3:9])=[CH:4][CH:3]=1.[Mg].COC1C=CC([Mg]Br)=CC=1.[CH2:21]1[O:29][C:28]2[CH:27]=[CH:26][C:25]([C:30]3[C:38]4[C:33](=[CH:34][CH:35]=[CH:36][CH:37]=4)[C:32](=O)[C:31]=3[C:40]([O:42]CC)=[O:41])=[CH:24][C:23]=2[O:22]1>CCOCC.C1COCC1>[CH3:9][O:8][C:5]1[CH:6]=[CH:7][C:2]([CH:32]2[C:33]3[C:38](=[CH:37][CH:36]=[CH:35][CH:34]=3)[CH:30]([C:25]3[CH:26]=[CH:27][C:28]4[O:29][CH2:21][O:22][C:23]=4[CH:24]=3)[CH:31]2[C:40]([OH:42])=[O:41])=[CH:3][CH:4]=1 |f:4.5|. Starting materials: COC1=CC=C(C=C1)[Mg]Br (4-methoxyphenyl magnesium bromide), C1OC=2C=C(C=CC2O1)C1=C(C(C2=CC=CC=C12)=O)C(=O)OCC (ethyl 3-(3,4-methylenedioxyphenyl)-1-oxoindene-2-carboxylate), BrC1=CC=C(C=C1)OC (4-bromoanisole), [Mg] (magnesium). Product: COC1=CC=C(C=C1)C1C(C(C2=CC=CC=C12)C1=CC2=C(C=C1)OCO2)C(=O)O ((1RS,2SR,3SR)-1-(4-Methoxyphenyl)-3-(3,4-methylenedioxyphenyl)indane-2-carboxylic acid). The reactants are [I-].C(C)(C)(C)OC(=O)NC(C[N+]1(CCOCC1)C)(C)C (4-(2-(tert-Butoxycarbonylamino)-2-methylpropyl)-4-methylmorpholin-4-ium iodide), Cl (hydrogen chloride). Run in CO (methanol), O1CCOCC1 (dioxane). Conditions: time 4 hour. Product: [Cl-].NC(C[N+]1(CCOCC1)C)(C)C (4-(2-amino-2-methylpropyl)-4-methylmorpholin-4-ium chloride). The yield is 87.0%. RXN SMILES: [I-].C(OC([NH:9][C:10]([CH3:20])([CH3:19])[CH2:11][N+:12]1([CH3:18])[CH2:17][CH2:16][O:15][CH2:14][CH2:13]1)=O)(C)(C)C.[ClH:21]>CO.O1CCOCC1>[Cl-:21].[NH2:9][C:10]([CH3:20])([CH3:19])[CH2:11][N+:12]1([CH3:18])[CH2:13][CH2:14][O:15][CH2:16][CH2:17]1 |f:0.1,5.6|. Procedure: 4-(2-(tert-Butoxycarbonylamino)-2-methylpropyl)-4-methylmorpholin-4-ium iodide (840 mg, 2.1 mmol) was dissolved in methanol (5 ml). To the solution was added 4M hydrogen chloride in dioxane (25 ml), and stirred for 4 hours at room temperature. The reaction mixture was concentrated and dissolved in water. Silver oxide (1.0 g) was added to the aqueous solution and the mixture was stirred at room temperature for 30 minutes. The solution was filtered through Celite®, and concentrated hydrochloric ac... Reactants: CC(O)CCCC1(C)C(OCc2ccccc2)CCCC12OCCO2, ClCCl, O=[Cr](=O)=O, c1ccncc1. The product is CC(=O)CCCC1(C)C(OCc2ccccc2)CCCC12OCCO2. RXN SMILES: [CH2:11]([c:12]1[cH:13][cH:14][cH:15][cH:16][cH:17]1)[O:18][CH:19]1[C:20]([CH2:29][CH2:30][CH2:31][CH:32]([CH3:33])[OH:34])([CH3:35])[C:21]2([CH2:22][CH2:23][CH2:24]1)[O:25][CH2:26][CH2:27][O:28]2.[CH2:36]([Cl:37])[Cl:38].[O:7]=[Cr:8](=[O:9])=[O:10].[cH:1]1[cH:2][cH:3][n:4][cH:5][cH:6]1>>[CH2:11]([c:12]1[cH:13][cH:14][cH:15][cH:16][cH:17]1)[O:18][CH:19]1[C:20]([CH2:29][CH2:30][CH2:31][C:32]([CH3:33])=[O:34])([CH3:35])[C:21]2([CH2:22][CH2:23][CH2:24]1)[O:25][CH2:26][CH2:27][O:28]2. Starting materials: CCNC(=O)Nc1ccc(-c2nc3c(c(N4CCOCC4C)n2)CCNC3)cc1C, CN(C)C=O, CCN(C(C)C)C(C)C, Clc1ncccn1. Yields the product CCNC(=O)Nc1ccc(-c2nc3c(c(N4CCOCC4C)n2)CCN(c2ncccn2)C3)cc1C. RXN SMILES: [CH2:1]([CH3:2])[NH:3][C:4](=[O:5])[NH:6][c:7]1[c:8]([CH3:30])[cH:9][c:10](-[c:13]2[n:14][c:15]([N:23]3[CH:24]([CH3:29])[CH2:25][O:26][CH2:27][CH2:28]3)[c:16]3[c:17]([n:18]2)[CH2:19][NH:20][CH2:21][CH2:22]3)[cH:11][cH:12]1.[CH3:38][N:39]([CH3:40])[CH:41]=[O:42].[CH:43]([N:44]([CH2:45][CH3:46])[CH:47]([CH3:48])[CH3:49])([CH3:50])[CH3:51].[Cl:31][c:32]1[n:33][cH:34][cH:35][cH:36][n:37]1>>[CH2:1]([CH3:2])[NH:3][C:4](=[O:5])[NH:6][c:7]1[c:8]([CH3:30])[cH:9][c:10](-[c:13]2[n:14][c:15]([N:23]3[CH:24]([CH3:29])[CH2:25][O:26][CH2:27][CH2:28]3)[c:16]3[c:17]([n:18]2)[CH2:19][N:20]([c:32]2[n:33][cH:34][cH:35][cH:36][n:37]2)[CH2:21][CH2:22]3)[cH:11][cH:12]1. Starting materials: CCBr, CCOCC, CC1(C)CCCCC(C)(C)C1=O, [Li]. Product: CCC1(O)C(C)(C)CCCCC1(C)C. RXN SMILES: [CH2:1]([CH3:2])[Br:3].[CH3:17][CH2:18][O:19][CH2:20][CH3:21].[CH3:5][C:6]1([CH3:16])[C:7](=[O:15])[C:8]([CH3:13])([CH3:14])[CH2:9][CH2:10][CH2:11][CH2:12]1.[Li:4]>>[CH2:1]([CH3:2])[C:7]1([OH:15])[C:6]([CH3:5])([CH3:16])[CH2:12][CH2:11][CH2:10][CH2:9][C:8]1([CH3:13])[CH3:14]. As a reaction SMILES: [C:32]([BH3-:33])#[N:34].[CH3:36][OH:37].[CH:25]([c:26]1[cH:27][cH:28][cH:29][o:30]1)=[O:31].[ClH:24].[NH:1]1[CH2:2][CH2:3][CH:4]([N:7]2[C:8](=[O:23])[NH:9][c:10]3[cH:11][cH:12][cH:13][cH:14][c:15]3[CH:16]2[c:17]2[cH:18][cH:19][cH:20][cH:21][cH:22]2)[CH2:5][CH2:6]1.[Na+:35]>>[N:1]1([CH2:25][c:26]2[cH:27][cH:28][cH:29][o:30]2)[CH2:2][CH2:3][CH:4]([N:7]2[C:8](=[O:23])[NH:9][c:10]3[cH:11][cH:12][cH:13][cH:14][c:15]3[CH:16]2[c:17]2[cH:18][cH:19][cH:20][cH:21][cH:22]2)[CH2:5][CH2:6]1. The reactants are [BH3-]C#N, CO, O=Cc1ccco1, Cl, O=C1Nc2ccccc2C(c2ccccc2)N1C1CCNCC1, [Na+]. Yields the product O=C1Nc2ccccc2C(c2ccccc2)N1C1CCN(Cc2ccco2)CC1.